Dataset: the Open Reaction Database (ORD), a public repository of structured organic reaction records. Task: describe an organic reaction: reactants, conditions, products, and yield Yields the product C(C)OC(CCCOC1=CC=C(C=C1)C1=CCCCCC1)=O (4-[p-(1-cycloheptenyl)-phenoxy]-butyric acid ethyl ester). Reported procedure: Analogously to the process described in Example 1, using 13.2 g of p-(1-cycloheptenyl)-phenol and 21.1 g of 4-bromobutyric acid ethyl ester as starting material gives crude 4-[p-(1-cycloheptenyl)-phenoxy]-butyric acid ethyl ester of boiling point 160° C at 0.03 mm Hg, after chromatography on silica gel with methylene chloride as the eluant and subsequent fractional distillation in a high vacuum. RXN SMILES: [C:1]1([C:8]2[CH:13]=[CH:12][C:11]([OH:14])=[CH:10][CH:9]=2)[CH2:7][CH2:6][CH2:5][CH2:4][CH2:3][CH:2]=1.[CH2:15]([O:17][C:18](=[O:23])[CH2:19][CH2:20][CH2:21]Br)[CH3:16]>>[CH2:15]([O:17][C:18](=[O:23])[CH2:19][CH2:20][CH2:21][O:14][C:11]1[CH:10]=[CH:9][C:8]([C:1]2[CH2:7][CH2:6][CH2:5][CH2:4][CH2:3][CH:2]=2)=[CH:13][CH:12]=1)[CH3:16]. Starting materials: C1(=CCCCCC1)C1=CC=C(C=C1)O (p-(1-cycloheptenyl)-phenol), C(C)OC(CCCBr)=O (4-bromobutyric acid ethyl ester). The reactants are BrBr, CCn1c(=O)ccc2c(C)nc(SC)nc21, ClCCl. The product is CCn1c(=O)c(Br)cc2c(C)nc(SC)nc21. As a reaction SMILES: [Br:17][Br:18].[CH2:1]([CH3:2])[n:3]1[c:4](=[O:16])[cH:5][cH:6][c:7]2[c:8]1[n:9][c:10]([S:14][CH3:15])[n:11][c:12]2[CH3:13].[Cl:19][CH2:20][Cl:21]>>[CH2:1]([CH3:2])[n:3]1[c:4](=[O:16])[c:5]([Br:17])[cH:6][c:7]2[c:8]1[n:9][c:10]([S:14][CH3:15])[n:11][c:12]2[CH3:13]. Reactants: N1=CC=CC=C1 (Pyridine), BrC1=CC=C(C=C1)CC(C)=NO (1-(4-bromo-phenyl)-propanone oxime), C1(=CC=CC=C1)C (toluene), FC(C1=CC=C(C=C1)CC(=O)Cl)(F)F (4-trifluoromethyl-phenyl acetyl chloride), O (water). Run at time 30 minute. The product is BrC1=CC=C(C=C1)C=1N=C(OC1C)C1=CC=C(C=C1)C(F)(F)F (4-(4-Bromo-phenyl)-5-methyl-2-(4-trifluoromethyl-phenyl)-oxazole). Isolated yield 43.0%. As a reaction SMILES: [N:1]1C=CC=CC=1.[Br:7][C:8]1[CH:13]=[CH:12][C:11]([CH2:14][C:15](=NO)[CH3:16])=[CH:10][CH:9]=1.C1(C)C=CC=CC=1.[F:26][C:27]([F:39])([F:38])[C:28]1[CH:33]=[CH:32][C:31]([CH2:34]C(Cl)=O)=[CH:30][CH:29]=1.[OH2:40]>>[Br:7][C:8]1[CH:9]=[CH:10][C:11]([C:14]2[N:1]=[C:34]([C:31]3[CH:32]=[CH:33][C:28]([C:27]([F:39])([F:38])[F:26])=[CH:29][CH:30]=3)[O:40][C:15]=2[CH3:16])=[CH:12][CH:13]=1. Procedure details: Pyridine (3.55 mL, 43.86 mmol) was added into a mixture of 1-(4-bromo-phenyl)-propanone oxime (10.0 g, 43.86 mmol) and toluene (20 mL). The reaction mixture was stirred for 30 minutes, and then 4-trifluoromethyl-phenyl acetyl chloride (16.27 mL, 109.6 mmol) was added dropwise. The new mixture was stirred at 100° C. for 24 hours, and then w as poured into water and extracted with ethyl acetate. The organic extracts were dried over MgSO4. Evaporation and purification by flash chromatography on sil...